This data is from the Open Reaction Database (ORD), a public repository of structured organic reaction records. The task is: describe an organic reaction: reactants, conditions, products, and yield Starting materials: C1(OC(C=2C(NC=3C=CC=CC3C21)=O)=O)=O (Furo[3,4-c]quinoline-1,3,4(5H)-trione), NC1=CC=CC=C1 (aniline), C(=O)(N1C=NC=C1)N1C=NC=C1 (1,1'-Carbonyidiimidazole). Solvent: CN(C=O)C (dimethylformamide). Reaction conditions: temperature 100 celsius, time 5 minute. Yields the product C1(=CC=CC=C1)N1C(C=2C(NC=3C=CC=CC3C2C1=O)=O)=O (2-Phenyl-pyrrolo[3,4-c]quinoline-1,3,4(5H)-trione). Reaction SMILES: [C:1]1(=[O:16])[C:13]2[C:12]3[CH:11]=[CH:10][CH:9]=[CH:8][C:7]=3[NH:6][C:5](=[O:14])[C:4]=2[C:3](=[O:15])O1.[NH2:17][C:18]1[CH:23]=[CH:22][CH:21]=[CH:20][CH:19]=1.C(N1C=CN=C1)(N1C=CN=C1)=O>CN(C)C=O>[C:18]1([N:17]2[C:1](=[O:16])[C:13]3[C:12]4[CH:11]=[CH:10][CH:9]=[CH:8][C:7]=4[NH:6][C:5](=[O:14])[C:4]=3[C:3]2=[O:15])[CH:23]=[CH:22][CH:21]=[CH:20][CH:19]=1. Reported procedure: A mixture of Furo[3,4-c]quinoline-1,3,4(5H)-trione (215 mg) and aniline (93 mg) in dry dimethylformamide (3 mL) was heated at 100° C. for 5 min. After coolong to room temperature 1,1'-Carbonyidiimidazole (200 mg) was added. The reaction mixture was then heated again to 100° C.. for an additional 5 min. After cooling the reaction mixture was poured onto water to afford 2-Phenyl-pyrrolo[3,4-c]quinoline-1,3,4(5H)-trione (Compound 1) as yellow crystals melting at >390° C. The reactants are N1(CCNCC1)C(=O)OCC (ethyl 1-piperazine carboxylate), ClC1=NC=C(C(=O)O)C=C1 (6-chloronicotinic acid). Solvent: C=1(C(=CC=CC1)C)C (xylene). Isolated yield 80.1%. Procedure details: A mixture of 10.1 g of ethyl 1-piperazine carboxylate, 5.0 g of 6-chloronicotinic acid and 15 ml of xylene was stirred at 140°-150° C. for 3 hours. After cooled crystals were filtered, to the crystals was added a solution of 2.6 g of sodium hydroxide in 30 ml of water followed by extraction with toluene. Concentrated hydrochloric acid was added to the aqueous layer, and crystals precipitated were filtered, washed with water and dried to afford 7.1 g of 6-(4-ethoxycarbonyl-1-piperazinyl)nicotinic... Product: C(C)OC(=O)N1CCN(CC1)C1=NC=C(C(=O)O)C=C1 (6-(4-ethoxycarbonyl-1-piperazinyl)nicotinic acid). RXN SMILES: [N:1]1([C:7]([O:9][CH2:10][CH3:11])=[O:8])[CH2:6][CH2:5][NH:4][CH2:3][CH2:2]1.Cl[C:13]1[CH:21]=[CH:20][C:16]([C:17]([OH:19])=[O:18])=[CH:15][N:14]=1>C1(C)C(C)=CC=CC=1>[CH2:10]([O:9][C:7]([N:1]1[CH2:6][CH2:5][N:4]([C:13]2[CH:21]=[CH:20][C:16]([C:17]([OH:19])=[O:18])=[CH:15][N:14]=2)[CH2:3][CH2:2]1)=[O:8])[CH3:11]. Conditions: time 3 hour.